Dataset: the Open Reaction Database (ORD), a public repository of structured organic reaction records. Task: describe an organic reaction: reactants, conditions, products, and yield Starting materials: C(C1=CC=CC=C1)OC(CCC(=O)N)=O (benzylsuccinamate), [OH-].[K+] (potassium hydroxide), C(C)(=O)OCC (ethyl acetate), C=O (paraformaldehyde). Solvent: CCCCCC (hexane). Reaction conditions: temperature 25 celsius, time 20 hour. Product: OCNC(CCC(=O)OCC1=CC=CC=C1)=O (benzyl N-hydroxymethylsuccinamate). As a reaction SMILES: [CH2:1]([O:8][C:9](=[O:15])[CH2:10][CH2:11][C:12]([NH2:14])=[O:13])[C:2]1[CH:7]=[CH:6][CH:5]=[CH:4][CH:3]=1.[C:16](OCC)(=[O:18])C.C=O.[OH-].[K+]>CCCCCC>[OH:18][CH2:16][NH:14][C:12](=[O:13])[CH2:11][CH2:10][C:9]([O:8][CH2:1][C:2]1[CH:7]=[CH:6][CH:5]=[CH:4][CH:3]=1)=[O:15] |f:3.4|. Reported procedure: To a stirred solution of 20.7 g. (0.10 mole) of benzylsuccinamate in 150 ml. ethyl acetate at 25° C. is added 3.0 g. of paraformaldehyde and 1 ml. of a 20% (by weight) solution of ethanolic potassium hydroxide. After stirring at 25° C. for 20 hours, hexane is added to the cloudpoint and the mixture is cooled at 5° C. for 24 hours. Solvents are decanted off and the residue is washed with 25 ml. hexane to give benzyl N-hydroxymethylsuccinamate. Starting materials: COC=1C=C2C(=C(N(C(C2=CC1)=O)CCNC(OC(C)(C)C)=O)C)C1=CC=CC=C1 (tert-butyl 2-(6-methoxy-3-methyl-1-oxo-4-phenylisoquinolin-2(1H)-yl)ethylcarbamate). Solvent: CCOC(=O)C (EtOAc). Run at time 4 hour. The product is hydrochloride salt, NCCN1C(C2=CC=C(C=C2C(=C1C)C1=CC=CC=C1)OC)=O (2-(2-aminoethyl)-6-methoxy-3-methyl-4-phenylisoquinolin-1(2H)-one). RXN SMILES: [CH3:1][O:2][C:3]1[CH:4]=[C:5]2[C:10](=[CH:11][CH:12]=1)[C:9](=[O:13])[N:8]([CH2:14][CH2:15][NH:16]C(=O)OC(C)(C)C)[C:7]([CH3:24])=[C:6]2[C:25]1[CH:30]=[CH:29][CH:28]=[CH:27][CH:26]=1>CCOC(C)=O>[NH2:16][CH2:15][CH2:14][N:8]1[C:7]([CH3:24])=[C:6]([C:25]2[CH:26]=[CH:27][CH:28]=[CH:29][CH:30]=2)[C:5]2[C:10](=[CH:11][CH:12]=[C:3]([O:2][CH3:1])[CH:4]=2)[C:9]1=[O:13]. Procedure details: tert-butyl 2-(6-methoxy-3-methyl-1-oxo-4-phenylisoquinolin-2(1H)-yl)ethylcarbamate (800 mg) was dissolved in 200 mL EtOAc and cooled to 0 C. HCl gas was bubbled through the solution for 5 min, and the reaction was warmed to room temp. After stirring for 4 h, the reaction was filtered to isolate the hydrochloride salt of the title compound as a white solid. Starting materials: CCCCCCCCCCCCCCCCCC(=O)Cl, C1CCC2(CC1)CNCC1(CCCCC1)N2, CCCCCC, c1ccncc1. Product: CCCCCCCCCCCCCCCCCC(=O)N1CC2(CCCCC2)NC2(CCCCC2)C1. Reaction SMILES: [C:23]([CH2:24][CH2:25][CH2:26][CH2:27][CH2:28][CH2:29][CH2:30][CH2:31][CH2:32][CH2:33][CH2:34][CH2:35][CH2:36][CH2:37][CH2:38][CH2:39][CH3:40])(=[O:41])[Cl:42].[CH2:1]1[CH2:2][CH2:3][CH2:4][CH2:5][C:6]12[NH:7][C:8]1([CH2:9][CH2:10][CH2:11][CH2:12][CH2:13]1)[CH2:14][NH:15][CH2:16]2.[CH3:43][CH2:44][CH2:45][CH2:46][CH2:47][CH3:48].[cH:17]1[cH:18][cH:19][n:20][cH:21][cH:22]1>>[CH2:1]1[CH2:2][CH2:3][CH2:4][CH2:5][C:6]12[NH:7][C:8]1([CH2:9][CH2:10][CH2:11][CH2:12][CH2:13]1)[CH2:14][N:15]([C:23]([CH2:24][CH2:25][CH2:26][CH2:27][CH2:28][CH2:29][CH2:30][CH2:31][CH2:32][CH2:33][CH2:34][CH2:35][CH2:36][CH2:37][CH2:38][CH2:39][CH3:40])=[O:41])[CH2:16]2. The reactants are COc1cccc(OC)c1OC, O=S(=O)(O)Cl, ClC(Cl)Cl, O, O=P(Cl)(Cl)Cl. Yields the product COc1cccc(OC)c1OC, O=S(=O)(Cl)Cl. As a reaction SMILES: [CH3:1][O:2][c:3]1[c:4]([O:11][CH3:12])[c:5]([O:9][CH3:10])[cH:6][cH:7][cH:8]1.[Cl:13][S:14](=[O:15])(=[O:16])[OH:17].[Cl:24][CH:25]([Cl:26])[Cl:27].[OH2:18].[P:19]([Cl:20])([Cl:21])([Cl:22])=[O:23]>>[CH3:1][O:2][c:3]1[c:4]([O:11][CH3:12])[c:5]([O:9][CH3:10])[cH:6][cH:7][cH:8]1.[Cl:13][S:14](=[O:15])(=[O:17])[Cl:21].